From a dataset of the Open Reaction Database (ORD), a public repository of structured organic reaction records. describe an organic reaction: reactants, conditions, products, and yield The yield is 68.0%. The product is C(C)(C)(C)C=1N=C(C2=C(N1)N(N=N2)CC2=C(C=CC=C2)Cl)N2C(COCC2)CO ({4-[5-tert-Butyl-3-(2-chloro-benzyl)-3H-[1,2,3]triazolo[4,5-d]pyrimidin-7-yl]-morpholin-3-yl}-methanol), gum. Reactants: C(C)(C)(C)C=1N=C(C2=C(N1)N(N=N2)CC2=C(C=CC=C2)Cl)N2CCOCC2 (5-tert-Butyl-3-(2-chloro-benzyl)-7-morpholin-4-yl-3H-[1,2,3]triazolo[4,5-d]pyrimidine), C(C)(C)(C)C=1N=C(C2=C(N1)N(N=N2)CC2=C(C=CC=C2)Cl)Cl (5-tert-butyl-7-chloro-3-(2-chlorobenzyl)-3H-[1,2,3]triazolo[4,5-d]pyrimidine), N1C(COCC1)CO (morpholin-3-ylmethanol). As a reaction SMILES: [C:1]([C:5]1[N:6]=[C:7]([N:22]2[CH2:27][CH2:26][O:25][CH2:24][CH2:23]2)[C:8]2[N:13]=[N:12][N:11]([CH2:14][C:15]3[CH:20]=[CH:19][CH:18]=[CH:17][C:16]=3[Cl:21])[C:9]=2[N:10]=1)([CH3:4])([CH3:3])[CH3:2].C(C1N=C(Cl)C2N=NN(CC3C=CC=CC=3Cl)C=2N=1)(C)(C)C.N1CC[O:53][CH2:52]C1CO>>[C:1]([C:5]1[N:6]=[C:7]([N:22]2[CH2:27][CH2:26][O:25][CH2:24][CH:23]2[CH2:52][OH:53])[C:8]2[N:13]=[N:12][N:11]([CH2:14][C:15]3[CH:20]=[CH:19][CH:18]=[CH:17][C:16]=3[Cl:21])[C:9]=2[N:10]=1)([CH3:4])([CH3:2])[CH3:3]. Procedure details: In analogy to the procedure described for the synthesis of 5-tert-butyl-3-(2-chloro-benzyl)-7-morpholin-4-yl-3H-[1,2,3]triazolo[4,5-d]pyrimidine (example 1, step c), the title compound was prepared from 5-tert-butyl-7-chloro-3-(2-chlorobenzyl)-3H-[1,2,3]triazolo[4,5-d]pyrimidine and morpholin-3-ylmethanol and isolated as light-yellow gum (13.3 mg, 68%). MS (m/e): 417.4 (MH+).